From a dataset of the Open Reaction Database (ORD), a public repository of structured organic reaction records. describe an organic reaction: reactants, conditions, products, and yield Starting materials: CC1=CC=C(C(C2=CC=CC=C2)N=C=S)C=C1 (4-methylbenzhydrylisothiocyanate), N (NH3), crude product. Solvent: CCOCC (ether). The product is CC1=CC=C(C(C2=CC=CC=C2)NC(=S)N)C=C1 (N-(4-Methylbenzhydryl)thiourea). As a reaction SMILES: [CH3:1][C:2]1[CH:17]=[CH:16][C:5]([CH:6]([N:13]=[C:14]=[S:15])[C:7]2[CH:12]=[CH:11][CH:10]=[CH:9][CH:8]=2)=[CH:4][CH:3]=1.[NH3:18]>CCOCC>[CH3:1][C:2]1[CH:3]=[CH:4][C:5]([CH:6]([NH:13][C:14]([NH2:18])=[S:15])[C:7]2[CH:12]=[CH:11][CH:10]=[CH:9][CH:8]=2)=[CH:16][CH:17]=1. Procedure details: A solution of 22 g (0.092 mole) of 4-methylbenzhydrylisothiocyanate in 250 ml of dry ether at 0° is treated with anhydrous NH3 for 3 hours while stirring. The mixture is stirred an additional 1.5 hours at 0° to 10° C during which time the crude product precipitates as a white solid. Filtration and washing with Et2O affords the product; mp 167°-8° C. The reactants are C1(=CC=CC=C1)P(C1=CC=CC=C1)C1=CC=CC=C1 (triphenylphosphine), COC(CCCCCN(CC(NC1CCCCC1)=O)C(C1=C(C=CC(=C1)NC(C)=O)N=[N+]=[N-])=O)=O (6-{(5-acetylamino-2-azido-benzoyl)-cyclohexylcarbamoylmethyl-amino}-hexanoic acid methyl ester). Solvent: ClCCCl (1,2-dichloroethane). Conditions: temperature 50 celsius. The product is COC(CCCCCN1CC(NC2=C(C1=O)C=C(C=C2)NC(C)=O)=O)=O (6-(7-acetylamino-2,5-dioxo-1,2,3,5-tetrahydro-benzo[e][1,4]diazepin-4-yl)-hexanoic acid methyl ester). The yield is 58.2%. As a reaction SMILES: C1(P(C2C=CC=CC=2)C2C=CC=CC=2)C=CC=CC=1.[CH3:20][O:21][C:22](=[O:54])[CH2:23][CH2:24][CH2:25][CH2:26][CH2:27][N:28]([C:39](=[O:53])[C:40]1[CH:45]=[C:44]([NH:46][C:47](=[O:49])[CH3:48])[CH:43]=[CH:42][C:41]=1[N:50]=[N+]=[N-])[CH2:29][C:30](=[O:38])NC1CCCCC1>ClCCCl>[CH3:20][O:21][C:22](=[O:54])[CH2:23][CH2:24][CH2:25][CH2:26][CH2:27][N:28]1[C:39](=[O:53])[C:40]2[CH:45]=[C:44]([NH:46][C:47](=[O:49])[CH3:48])[CH:43]=[CH:42][C:41]=2[NH:50][C:30](=[O:38])[CH2:29]1. Procedure details: 500 mg polymerbound triphenylphosphine (Fluka #93093) was added to 267 mg (0.55 mmol) 6-{(5-acetylamino-2-azido-benzoyl)-cyclohexylcarbamoylmethyl-amino}-hexanoic acid methyl ester in 8 ml 1,2-dichloroethane. The suspension was heated to 50° C. for 120 min and the solvent was filtered off. The solid was collected, suspended in a solution consisting of 8 ml AcOH, 1 ml water, and 1 ml dioxane and the mixture was heated to reflux for 24 h and filtered. The filtrate was concentrated in vacuo and the... Starting materials: C1(=CC=CC=C1)C1=CN=C(O1)CN1CCN(CC1)C1=CC=C(C=C1)[N+](=O)[O-] (1-(5-phenyloxazol-2-ylmethyl)-4-(4-nitrophenyl)-piperazine), [H][H] (hydrogen). Reagents/catalysts: [Pd] (Palladium-on-charcoal). The solvent is C(C)(=O)O (acetic acid). The product is C1(=CC=CC=C1)C1=CN=C(O1)CN1CCN(CC1)C1=CC=C(C=C1)N (1-(5-Phenyloxazol-2-ylmethyl)-4-(4-aminophenyl)-piperazine). As a reaction SMILES: [C:1]1([C:7]2[O:11][C:10]([CH2:12][N:13]3[CH2:18][CH2:17][N:16]([C:19]4[CH:24]=[CH:23][C:22]([N+:25]([O-])=O)=[CH:21][CH:20]=4)[CH2:15][CH2:14]3)=[N:9][CH:8]=2)[CH:6]=[CH:5][CH:4]=[CH:3][CH:2]=1.[H][H]>C(O)(=O)C.[Pd]>[C:1]1([C:7]2[O:11][C:10]([CH2:12][N:13]3[CH2:14][CH2:15][N:16]([C:19]4[CH:20]=[CH:21][C:22]([NH2:25])=[CH:23][CH:24]=4)[CH2:17][CH2:18]3)=[N:9][CH:8]=2)[CH:2]=[CH:3][CH:4]=[CH:5][CH:6]=1. Reported procedure: A solution of 1-(5-phenyloxazol-2-ylmethyl)-4-(4-nitrophenyl)-piperazine (7.28 g; 0.02 mole) in glacial acetic acid (50 ml) was hydrogenated over 5% Palladium-on-charcoal catalyst (100 mg) at atmospheric pressure and room temperature, until the uptake of hydrogen was complete. The solvent was evaporated off under vacuum and the residue treated with aqueous sodium bicarbonate solution, yielding a white crystalline solid. Weight after drying = 6.54 g (98%), m.p. 130° C.